Dataset: the Open Reaction Database (ORD), a public repository of structured organic reaction records. Task: describe an organic reaction: reactants, conditions, products, and yield Reactants: [C-]#N, O=C1CN(Cc2ccccc2)C1, CO, [Cl-], [K+], [NH4+]. Product: N#CC1(N)CN(Cc2ccccc2)C1. RXN SMILES: [C-:13]#[N:14].[CH2:1]([c:2]1[cH:3][cH:4][cH:5][cH:6][cH:7]1)[N:8]1[CH2:9][C:10](=[O:12])[CH2:11]1.[CH3:18][OH:19].[Cl-:16].[K+:15].[NH4+:17]>>[CH2:1]([c:2]1[cH:3][cH:4][cH:5][cH:6][cH:7]1)[N:8]1[CH2:9][C:10]([C:13]#[N:14])([NH2:17])[CH2:11]1.